This data is from the Open Reaction Database (ORD), a public repository of structured organic reaction records. The task is: describe an organic reaction: reactants, conditions, products, and yield Reactants: ClC=1C=C(C=CC1Cl)NC1=NC2=C(C=C(C=C2C(=N1)O)[N+](=O)[O-])C=O (2-((3,4-dichlorophenyl)amino)-4-hydroxy-6-nitroquinazoline-8-carbaldehyde), C(C)OC(=O)C=P(C1=CC=CC=C1)(C1=CC=CC=C1)C1=CC=CC=C1 (ethoxycarbonylmethylene triphenylphosphorane). The solvent is ClCCCl (1,2-dichloroethane). Run at time 30 minute. Product: ClC=1C=C(C=CC1Cl)NC1=NC2=C(C=C(C=C2C(=N1)O)[N+](=O)[O-])C=CC(=O)OCC (Ethyl 3-(2-((3,4-dichlorophenyl)amino)-4-hydroxy-6-nitroquinazolin-8-yl)propenoate). Reaction SMILES: [Cl:1][C:2]1[CH:3]=[C:4]([NH:9][C:10]2[N:19]=[C:18]([OH:20])[C:17]3[C:12](=[C:13]([CH:24]=O)[CH:14]=[C:15]([N+:21]([O-:23])=[O:22])[CH:16]=3)[N:11]=2)[CH:5]=[CH:6][C:7]=1[Cl:8].[CH2:26]([O:28][C:29]([CH:31]=P(C1C=CC=CC=1)(C1C=CC=CC=1)C1C=CC=CC=1)=[O:30])[CH3:27]>ClCCCl>[Cl:1][C:2]1[CH:3]=[C:4]([NH:9][C:10]2[N:19]=[C:18]([OH:20])[C:17]3[C:12](=[C:13]([CH:24]=[CH:31][C:29]([O:28][CH2:26][CH3:27])=[O:30])[CH:14]=[C:15]([N+:21]([O-:23])=[O:22])[CH:16]=3)[N:11]=2)[CH:5]=[CH:6][C:7]=1[Cl:8]. Procedure: A solution of 2-((3,4-dichlorophenyl)amino)-4-hydroxy-6-nitroquinazoline-8-carbaldehyde (100 mg) and ethoxycarbonylmethylene triphenylphosphorane (100 mg) in 1,2-dichloroethane (5 mL) was stirred at room temperature for 1 h. The mixture was concentrated to an oil, which was purified by preparative high pressure liquid chromatography (21.4 mm i.d.×30 cm Dynamax 300 Å C18 column; 30-90% CH3CN/H2O (+0.1% (v/v) CF3CO2H) gradient over 30 min, then to 100% CH3CN over 5 min; 15.0 mL/min flow; 1.0 min (...